Dataset: the Open Reaction Database (ORD), a public repository of structured organic reaction records. Task: describe an organic reaction: reactants, conditions, products, and yield Starting materials: B(C1=CN=C(C=C1)F)(O)O (6-fluoropyridin-3-yl-3-boronic acid), FC1=CC=C(C=N1)C1=CC=C(OCCN2CCOCC2)C=C1 (4-(2-(4-(6-fluoropyridin-3-yl)phenoxy)ethyl)morpholine), O1CCN(CC1)CCOC1=CC=C(C=C1)C=1C=CC(=NC1)CC(=O)OC (methyl 2-(5-(4-(2-morpholinoethoxy)phenyl)pyridin-2-yl)acetate), O1CCN(CC1)CCOC1=CC=C(C=C1)C=1C=CC(=NC1)CC#N (2-(5-(4-(2-morpholinoethoxy)phenyl)pyridin-2-yl)acetonitrile), O1CCN(CC1)CCOC1=CC=C(C=C1)C=1C=CC(=NC1)CC(=O)OC (methyl 2-(5-(4-(2-morpholinoethoxy)phenyl)pyridin-2-yl)acetate), C(C1=CC=CC=C1)N (benzylamine). Yields the product O1CCN(CC1)CCOC1=CC=C(C=C1)C=1C=CC(=NC1)CC(=O)NCC1=CC=CC=C1 (2-(5-(4-(2-morpholinoethoxy)phenyl)pyridin-2-yl)-N-benzylacetamide). RXN SMILES: B(O)(O)C1C=CC(F)=NC=1.O1CCN(CCOC2C=CC(C3C=CC(CC#N)=NC=3)=CC=2)CC1.[O:35]1[CH2:40][CH2:39][N:38]([CH2:41][CH2:42][O:43][C:44]2[CH:49]=[CH:48][C:47]([C:50]3[CH:51]=[CH:52][C:53]([CH2:56][C:57](OC)=[O:58])=[N:54][CH:55]=3)=[CH:46][CH:45]=2)[CH2:37][CH2:36]1.FC1N=CC(C2C=CC(OCCN3CCOCC3)=CC=2)=CC=1.[CH2:83]([NH2:90])[C:84]1[CH:89]=[CH:88][CH:87]=[CH:86][CH:85]=1>>[O:35]1[CH2:36][CH2:37][N:38]([CH2:41][CH2:42][O:43][C:44]2[CH:45]=[CH:46][C:47]([C:50]3[CH:51]=[CH:52][C:53]([CH2:56][C:57]([NH:90][CH2:83][C:84]4[CH:89]=[CH:88][CH:87]=[CH:86][CH:85]=4)=[O:58])=[N:54][CH:55]=3)=[CH:48][CH:49]=2)[CH2:39][CH2:40]1. Procedure details: In one aspect, the invention relates to a process for preparing 2-(5-(4-(2-morpholinoethoxy)phenyl)pyridin-2-yl)-N-benzylacetamide comprising the steps of: reacting 4-(2-chloroethyl)morpholine with 4-bromophenol to yield 4-(2-(4-bromophenoxy)ethyl)morpholine; (2) coupling 4-(2-(4-bromophenoxy)ethyl)morpholine with 6-fluoropyridin-3-yl-3-boronic acid to yield 4-(2-(4-(6-fluoropyridin-3-yl)phenoxy)ethyl)morpholine; reacting 4-(2-(4-(6-fluoropyridin-3-yl)phenoxy)ethyl)morpholine with acetonitrile t... Starting materials: ClC(COC(C(=C(C)C)N1C([C@@H]([C@H]1SSC=1SC2=C(N1)C=CC=C2)OC)=O)=O)(Cl)Cl (2-[(3S,4R)-4-(benzthiazol-2-yldithio)-3-methoxy-2-oxoazetidin-1-yl]-3-methylcrotonic acid 2,2,2-trichloroethyl ester), C(C)(=O)OC(C)=O (acetic anhydride), N1=CC=CC=C1 (pyridine), C1(=CC=CC=C1)P(C1=CC=CC=C1)C1=CC=CC=C1 (triphenylphosphine). Run in C(C)(=O)O (acetic acid). Run at time 75 minute. Yields the product ClC(COC(C(=C(C)C)N1C([C@@H]([C@H]1SC(C)=O)OC)=O)=O)(Cl)Cl (2-[(3S,4R)-4-acetylthio-3-methoxy-2-oxoazetidin-1-yl]-3-methylcrotonic acid 2,2,2-trichloroethyl ester). As a reaction SMILES: [Cl:1][C:2]([Cl:30])([Cl:29])[CH2:3][O:4][C:5](=[O:28])[C:6]([N:10]1[C@H:13]([S:14]SC2SC3C=CC=CC=3N=2)[C@@H:12]([O:25][CH3:26])[C:11]1=[O:27])=[C:7]([CH3:9])[CH3:8].C1(P(C2C=CC=CC=2)C2C=CC=CC=2)C=CC=CC=1.N1C=CC=CC=1.[C:56](OC(=O)C)(=[O:58])[CH3:57]>C(O)(=O)C>[Cl:30][C:2]([Cl:1])([Cl:29])[CH2:3][O:4][C:5](=[O:28])[C:6]([N:10]1[C@H:13]([S:14][C:56](=[O:58])[CH3:57])[C@@H:12]([O:25][CH3:26])[C:11]1=[O:27])=[C:7]([CH3:8])[CH3:9]. Procedure details: A solution of 3.26 g of 2-[(3S,4R)-4-(benzthiazol-2-yldithio)-3-methoxy-2-oxoazetidin-1-yl]-3-methylcrotonic acid 2,2,2-trichloroethyl ester in 36.3 ml of acetic anhydride and 12.4 ml of acetic acid is cooled to -15° and 1.7 g of triphenylphosphine are added. After stirring under nitrogen at the same temperature for 75 minutes, 24.8 ml of pyridine are added to the mixture. After stirring for a further 3 hours at 0°, the reaction mixture is concentrated by evaporation under reduced pressure and t... Reaction SMILES: [Br:1][c:2]1[cH:3][cH:4][c:5]([F:9])[c:6]([CH3:8])[cH:7]1.[C:10]([Li:11])([CH3:12])([CH3:13])[CH3:14].[CH3:15][N:16]([CH:17]=[O:18])[CH3:19].[ClH:20].[O:21]1[CH2:22][CH2:23][CH2:24][CH2:25]1>>[c:2]1([CH:17]=[O:18])[cH:3][cH:4][c:5]([F:9])[c:6]([CH3:8])[cH:7]1. Reactants: Cc1cc(Br)ccc1F, [Li]C(C)(C)C, CN(C)C=O, Cl, C1CCOC1. Product: Cc1cc(C=O)ccc1F. Starting materials: C(CO)O (Ethylene glycol), O (water), crude product, NC1=C(C(=O)NNS(=O)(=O)C2=CC=CC=C2)C(=C(C(=N1)C)NC(C)=O)C (N1 -(2-amino-5-acetamido-4,6-dimethylnicotinoyl)-N2 -benzenesulfonyl hydrazine), C([O-])([O-])=O.[Na+].[Na+] (sodium carbonate). Run in C(Cl)Cl (methylene chloride). Reaction conditions: temperature 160 celsius, time 30 second. The product is NC1=C(C=O)C(=C(C(=N1)C)NC(C)=O)C (2-amino-5-acetamido-4,6-dimethylnicotinaldehyde). As a reaction SMILES: C(O)CO.[NH2:5][C:6]1[N:24]=[C:23]([CH3:25])[C:22]([NH:26][C:27](=[O:29])[CH3:28])=[C:21]([CH3:30])[C:7]=1[C:8](NNS(C1C=CC=CC=1)(=O)=O)=[O:9].C(=O)([O-])[O-].[Na+].[Na+].O>C(Cl)Cl>[NH2:5][C:6]1[N:24]=[C:23]([CH3:25])[C:22]([NH:26][C:27](=[O:29])[CH3:28])=[C:21]([CH3:30])[C:7]=1[CH:8]=[O:9] |f:2.3.4|. Procedure details: Ethylene glycol (80 ml.) is heated in an oil-bath at 170° C. until the internal temperature reaches 160° C. N1 -(2-amino-5-acetamido-4,6-dimethylnicotinoyl)-N2 -benzenesulfonyl hydrazine (8.0 g., 21.2 mmole) is added and the mixture stirred until the internal temperature returns to 160° C. Anhydrous sodium carbonate (5.6 g.) is added in one portion, heating is continued for 30 seconds and the reaction mixture cooled rapidly and poured into water (320 ml.). The product is isolated by continuous e... Reactants: C(C)(=O)C1=C(C(=C(OCCCOC=2C=C(C(=CC2Br)C)[N+](=O)[O-])C=C1)CCC)O (3-[3-(4-acetyl-3-hydroxy-2-n-propylphenoxy)-propoxy]-4-bromo-6-methylnitrobenzene). Reagents/catalysts: [Ni] (Raney nickel). Run in O1CCCC1 (tetrahydrofuran). Yields the product C(C)(=O)C1=C(C(=C(OCCCOC=2C=C(N)C(=CC2Br)C)C=C1)CCC)O (3-[3-(4-acetyl-3-hydroxy-2-n-propylphenoxy)-propoxy]-4-bromo-6-methylaniline), ether petroleum ether. Reaction SMILES: [C:1]([C:4]1[CH:25]=[CH:24][C:7]([O:8][CH2:9][CH2:10][CH2:11][O:12][C:13]2[CH:14]=[C:15]([N+:21]([O-])=O)[C:16]([CH3:20])=[CH:17][C:18]=2[Br:19])=[C:6]([CH2:26][CH2:27][CH3:28])[C:5]=1[OH:29])(=[O:3])[CH3:2]>[Ni].O1CCCC1>[C:1]([C:4]1[CH:25]=[CH:24][C:7]([O:8][CH2:9][CH2:10][CH2:11][O:12][C:13]2[CH:14]=[C:15]([C:16]([CH3:20])=[CH:17][C:18]=2[Br:19])[NH2:21])=[C:6]([CH2:26][CH2:27][CH3:28])[C:5]=1[OH:29])(=[O:3])[CH3:2]. Reported procedure: 3.0 g of Raney nickel are added to a solution of 15.9 g (34.1 mmol) of 3-[3-(4-acetyl-3-hydroxy-2-n-propylphenoxy)-propoxy]-4-bromo-6-methylnitrobenzene in 160 ml of tetrahydrofuran and the whole is hydrogenated at room temperature. The catalyst is filtered off and washed with tetrahydrofuran. The filtrate is concentrated to dryness by evaporation under reduced pressure. 3-[3-(4-acetyl-3-hydroxy-2-n-propylphenoxy)-propoxy]-4-bromo-6-methylaniline having a melting point of 108°-109° is obtained (... Starting materials: [H-].[Na+] (Sodium hydride), C(#N)C=1C=C2C(=NC1)N(C(N2)=O)[C@@H]2CC[C@H](CC2)O (6-cyano-3-(trans-4-hydroxycyclohexyl)-2,3-dihydro-1H-imidazo[4,5-b]pyridin-2-one), ClC=1C=C(CBr)C=CC1OC (3-chloro-4-methoxybenzyl bromide). The solvent is CN(C=O)C (N,N-dimethylformamide). Yields the product ClC=1C=C(CN2C(N(C3=NC=C(C=C32)C#N)[C@@H]3CC[C@H](CC3)O)=O)C=CC1OC (1-(3-chloro-4-methoxybenzyl)-6-cyano-3-(trans-4-hydroxycyclohexyl)-2,3-dihydro-1H-imidazo[4,5-b]pyridin-2-one). Isolated yield 59.3%. RXN SMILES: [H-].[Na+].[C:3]([C:5]1[CH:6]=[C:7]2[NH:13][C:12](=[O:14])[N:11]([C@H:15]3[CH2:20][CH2:19][C@H:18]([OH:21])[CH2:17][CH2:16]3)[C:8]2=[N:9][CH:10]=1)#[N:4].[Cl:22][C:23]1[CH:24]=[C:25]([CH:28]=[CH:29][C:30]=1[O:31][CH3:32])[CH2:26]Br>CN(C)C=O>[Cl:22][C:23]1[CH:24]=[C:25]([CH:28]=[CH:29][C:30]=1[O:31][CH3:32])[CH2:26][N:13]1[C:7]2[C:8](=[N:9][CH:10]=[C:5]([C:3]#[N:4])[CH:6]=2)[N:11]([C@H:15]2[CH2:20][CH2:19][C@H:18]([OH:21])[CH2:17][CH2:16]2)[C:12]1=[O:14] |f:0.1|. Procedure details: Sodium hydride (60% dispersion in mineral oil, 3.58g) was added portionwise to a solution 6-cyano-3-(trans-4-hydroxycyclohexyl)-2,3-dihydro-1H-imidazo[4,5-b]pyridin-2-one (21 g) in N,N-dimethylformamide (210 ml) at 0° C., and the mixture was stirred at ambient temperature for an hour. After adding 3-chloro-4-methoxybenzyl bromide (20.1 g) at ambient temperature, the reaction mixture was stirred at same temperature for 3 hours and partitioned between ethyl acetate and water. The aqueous layer was... Reactants: CC(=O)OCc1ccc(C(=O)c2cc(S(N)(=O)=O)cs2)cc1, CO, CCOC(C)=O, [K+], [K+], O=C([O-])[O-]. Product: NS(=O)(=O)c1csc(C(=O)c2ccc(CO)cc2)c1. As a reaction SMILES: [C:1](=[O:2])([CH3:3])[O:4][CH2:5][c:6]1[cH:7][cH:8][c:9]([C:10](=[O:11])[c:12]2[cH:13][c:14]([S:17](=[O:18])(=[O:19])[NH2:20])[cH:15][s:16]2)[cH:21][cH:22]1.[CH3:29][OH:30].[CH3:31][CH2:32][O:33][C:34](=[O:35])[CH3:36].[K+:23].[K+:24].[O-:25][C:26]([O-:27])=[O:28]>>[OH:4][CH2:5][c:6]1[cH:7][cH:8][c:9]([C:10](=[O:11])[c:12]2[cH:13][c:14]([S:17](=[O:18])(=[O:19])[NH2:20])[cH:15][s:16]2)[cH:21][cH:22]1. Starting materials: C1(=CCCC1)CCCC(C)=O (5-(Cyclopent-1-enyl)-2-pentanone), solution, [Br-] (bromide), C(C)OCC (ethyl ether), ice, Cl (HCl). Product: C1(=CCCC1)CCCC(C)(O)C (5-(cyclopent-1-enyl)-2-methylpentan-2-ol). Isolated yield 11.0%. Reaction SMILES: [C:1]1([CH2:6][CH2:7][CH2:8][C:9](=[O:11])[CH3:10])[CH2:5][CH2:4][CH2:3][CH:2]=1.[Br-].Cl.[CH2:14](OCC)C>>[C:1]1([CH2:6][CH2:7][CH2:8][C:9]([CH3:14])([OH:11])[CH3:10])[CH2:5][CH2:4][CH2:3][CH:2]=1. Procedure: 5-(Cyclopent-1-enyl)-2-pentanone (5.95 g; 39 mmol) in ethyl ether (6 ml) was added dropwise to a 3M solution of methylnagnesium bromide in the same solvent (17 ml; 51 mmol) during 15 minutes. After 2 hours at reflux, the mixture was cooled down to room temperature, poured into ice (20 g), acidified with 5N HCl (20 ml) and extracted with MTBE (60 ml). The aqueous phase was separated and extracted again with MTBE (2×100 ml). The combined organic phases were washed with saturated NaHCO3 (80 ml), H2... Starting materials: CCO, CON=Cc1ccc2cc[nH]c2c1, Cl. Product: NCc1ccc2cc[nH]c2c1. As a reaction SMILES: [CH3:15][CH2:16][OH:17].[CH3:1][O:2][N:3]=[CH:4][c:5]1[cH:6][cH:7][c:8]2[cH:9][cH:10][nH:11][c:12]2[cH:13]1.[ClH:14]>>[NH2:3][CH2:4][c:5]1[cH:6][cH:7][c:8]2[cH:9][cH:10][nH:11][c:12]2[cH:13]1.